This data is from the Open Reaction Database (ORD), a public repository of structured organic reaction records. The task is: describe an organic reaction: reactants, conditions, products, and yield Reactants: ClCCl, O=C=NCc1ccc(C(F)(F)F)cc1, Nc1ccc(C(F)(F)F)c2cnccc12, [K+], [K+], O=C([O-])[O-]. The product is O=C(NCc1ccc(C(F)(F)F)cc1)Nc1ccc(C(F)(F)F)c2cnccc12. As a reaction SMILES: [Cl:36][CH2:37][Cl:38].[F:16][C:17]([c:18]1[cH:19][cH:20][c:21]([CH2:22][N:23]=[C:24]=[O:25])[cH:26][cH:27]1)([F:28])[F:29].[F:1][C:2]([c:3]1[cH:4][cH:5][c:6]([NH2:13])[c:7]2[cH:8][cH:9][n:10][cH:11][c:12]12)([F:14])[F:15].[K+:30].[K+:31].[O-:32][C:33]([O-:34])=[O:35]>>[F:1][C:2]([c:3]1[cH:4][cH:5][c:6]([NH:13][C:24]([NH:23][CH2:22][c:21]2[cH:20][cH:19][c:18]([C:17]([F:16])([F:28])[F:29])[cH:27][cH:26]2)=[O:25])[c:7]2[cH:8][cH:9][n:10][cH:11][c:12]12)([F:14])[F:15].